From a dataset of the Open Reaction Database (ORD), a public repository of structured organic reaction records. describe an organic reaction: reactants, conditions, products, and yield The reactants are CO, CCOC(=O)CC(O)Cc1c(C)nn2c(Cl)ccc2c1-c1ccc(F)cc1, [Na+], C1CCOC1, [OH-]. The product is Cc1nn2c(Cl)ccc2c(-c2ccc(F)cc2)c1CC(O)CC(=O)O. RXN SMILES: [CH3:30][OH:31].[Cl:1][c:2]1[cH:3][cH:4][c:5]2[n:6]1[n:7][c:8]([CH3:27])[c:9]([CH2:18][CH:19]([CH2:20][C:21](=[O:22])[O:23][CH2:24][CH3:25])[OH:26])[c:10]2-[c:11]1[cH:12][cH:13][c:14]([F:17])[cH:15][cH:16]1.[Na+:29].[O:32]1[CH2:33][CH2:34][CH2:35][CH2:36]1.[OH-:28]>>[Cl:1][c:2]1[cH:3][cH:4][c:5]2[n:6]1[n:7][c:8]([CH3:27])[c:9]([CH2:18][CH:19]([CH2:20][C:21](=[O:22])[OH:23])[OH:26])[c:10]2-[c:11]1[cH:12][cH:13][c:14]([F:17])[cH:15][cH:16]1. RXN SMILES: [C:1]([N:16]([CH3:22])[CH2:17][CH2:18][C:19]([OH:21])=[O:20])(=[O:15])[CH2:2][CH2:3][CH2:4][CH2:5][CH2:6][CH2:7][CH2:8][CH2:9][CH2:10][CH2:11][CH2:12][CH2:13][CH3:14].[CH2:23]([CH:29]([CH2:32][CH2:33][CH2:34][CH2:35][CH2:36][CH2:37][CH2:38][CH3:39])[CH2:30]O)[CH2:24][CH2:25][CH2:26][CH2:27][CH3:28].[OH-].[Na+]>C1(C)C=CC(S(O)(=O)=O)=CC=1>[CH2:23]([CH:29]([CH2:32][CH2:33][CH2:34][CH2:35][CH2:36][CH2:37][CH2:38][CH3:39])[CH2:30][O:20][C:19](=[O:21])[CH2:18][CH2:17][N:16]([C:1](=[O:15])[CH2:2][CH2:3][CH2:4][CH2:5][CH2:6][CH2:7][CH2:8][CH2:9][CH2:10][CH2:11][CH2:12][CH2:13][CH3:14])[CH3:22])[CH2:24][CH2:25][CH2:26][CH2:27][CH3:28] |f:2.3|. Procedure: N-Myristoyl-N-methyl-β-alanine (55 g; manufactured by Kawaken Fine Chemicals Co., Ltd.) and 45 g of 2-hexyldecanol were charged in a 500-ml flask, and thereto was added 2 g of p-toluenesulfonic acid as the catalyst. The mixture was subjected to a reaction at 130° C. for 5 hours. After completion of the reaction, the reaction mixture was neutralized with 1.6 g of an aqueous solution (50%) of sodium hydroxide, the aqueous layer was removed therefrom, the residue was washed with 100 g of deionized ... Starting materials: [OH-].[Na+] (sodium hydroxide), C(CCCCCCCCCCCCC)(=O)N(CCC(=O)O)C (N-Myristoyl-N-methyl-β-alanine), C(CCCCC)C(CO)CCCCCCCC (2-hexyldecanol), aqueous solution. Reagents/catalysts: C1(=CC=C(C=C1)S(=O)(=O)O)C (p-toluenesulfonic acid). Yields the product C(CCCCC)C(COC(CCN(C)C(CCCCCCCCCCCCC)=O)=O)CCCCCCCC (N-myristoyl-N-methyl-β-alanine 2-hexyldecyl ester). Isolated yield 74.2%. Reactants: Cl.Cl.C(C)OC(=O)[C@H](CCCC1CCNCC1)N[C@H]1COC2=C(N(C1=O)CC(=O)O)C=CC=C2 (3(S)-[1(S)-ethoxycarbonyl-4-(4-piperidyl)butyl]amino-4-oxo-2,3,4,5-tetrahydro-1,5-benzoxazepine-5-acetic acid dihydrochloride), C(C)(=O)O (acetic acid), 20P. Solvent: [OH-].[Na+] (sodium hydroxide), O.CO (water methanol). Run at time 30 minute. Yields the product C(=O)(O)[C@H](CCCC1CCNCC1)N[C@H]1COC2=C(N(C1=O)CC(=O)O)C=CC=C2 (3(S)-[1(S)-carboxy-4-(4-piperidyl)butyl]amino-4-oxo-2,3,4,5-tetrahydro-1,5-benzoxazepine-5-acetic acid). Yield: 70.9%. Reaction SMILES: Cl.Cl.C([O:5][C:6]([C@@H:8]([NH:18][C@@H:19]1[C:25](=[O:26])[N:24]([CH2:27][C:28]([OH:30])=[O:29])[C:23]2[CH:31]=[CH:32][CH:33]=[CH:34][C:22]=2[O:21][CH2:20]1)[CH2:9][CH2:10][CH2:11][CH:12]1[CH2:17][CH2:16][NH:15][CH2:14][CH2:13]1)=[O:7])C.C(O)(=O)C>[OH-].[Na+].O.CO>[C:6]([C@@H:8]([NH:18][C@@H:19]1[C:25](=[O:26])[N:24]([CH2:27][C:28]([OH:30])=[O:29])[C:23]2[CH:31]=[CH:32][CH:33]=[CH:34][C:22]=2[O:21][CH2:20]1)[CH2:9][CH2:10][CH2:11][CH:12]1[CH2:17][CH2:16][NH:15][CH2:14][CH2:13]1)([OH:7])=[O:5] |f:0.1.2,4.5,6.7|. Reported procedure: A solution of 3(S)-[1(S)-ethoxycarbonyl-4-(4-piperidyl)butyl]amino-4-oxo-2,3,4,5-tetrahydro-1,5-benzoxazepine-5-acetic acid dihydrochloride (0.35 g) in 1N sodium hydroxide solution (8 ml) is allowed to stand for 30 minutes at room temperature. After addition of acetic acid (1.5 ml), the mixture is subjected to column chromatography on MCI gel (CHP 20P, 150-300μ, Mitsubishi Chemical) using water-methanol (2:1) as an eluent. The eluate is concentrated in vacuo and lyophilized to yield 3(S)-[1(S)-c... Reactants: C(C1=CC=CC=C1)(=O)OC=1C=C(C(=O)N2C(CCC2)=O)C=CC1OC (1-(3-benzoyloxy-4-methoxybenzoyl)pyrrolin-2-one). Reaction SMILES: C([O:9][C:10]1[CH:11]=[C:12]([CH:21]=[CH:22][C:23]=1[O:24][CH3:25])[C:13]([N:15]1[CH2:19][CH2:18][CH2:17][C:16]1=[O:20])=[O:14])(=O)C1C=CC=CC=1>C(OCC)(=O)C.[H][H].[Pd]>[OH:9][C:10]1[CH:11]=[C:12]([CH:21]=[CH:22][C:23]=1[O:24][CH3:25])[C:13]([N:15]1[CH2:19][CH2:18][CH2:17][C:16]1=[O:20])=[O:14]. The product is OC=1C=C(C(=O)N2C(CCC2)=O)C=CC1OC (1-(3-hydroxy-4-methoxybenzoyl)-2-pyrrolidinone). Solvent: C(C)(=O)OCC (ethyl acetate), [H][H] (hydrogen). Reagents/catalysts: [Pd] (palladium/carbon). Reported procedure: 150 mg of 1-(3-benzoyloxy-4-methoxybenzoyl)pyrrolin-2-one are dissolved in 100 ml of ethyl acetate and hydrogenated with hydrogen over 150 mg of 5% palladium/carbon at atmospheric pressure. The catalyst is filtered off and the filtrate is concentrated. The residue is stirred at room temperature in diethyl ether. After filtration, there is obtained 1-(3-hydroxy-4-methoxybenzoyl)-2-pyrrolidinone of melting point 122°-124° C.